Task: describe an organic reaction: reactants, conditions, products, and yield. Dataset: the Open Reaction Database (ORD), a public repository of structured organic reaction records Starting materials: Cl (hydrochloric acid), Br.C(=O)(O)C=1SC=C2C1CNC2 (1-carboxy-5,6-dihydro-4H-thieno[3,4-c]pyrrole hydrobromide), C(C)O (ethanol). Product: Cl.C(C)OC(=O)C=1SC=C2C1CNC2 (1-Ethoxycarbonyl-5,6-dihydro-4H-thieno- [3,4-c]pyrrole hydrochloride). The yield is 80.0%. Reaction SMILES: [ClH:1].Br.[C:3]([C:6]1[S:7][CH:8]=[C:9]2[CH2:13][NH:12][CH2:11][C:10]=12)([OH:5])=[O:4].[CH2:14](O)[CH3:15]>>[ClH:1].[CH2:14]([O:4][C:3]([C:6]1[S:7][CH:8]=[C:9]2[CH2:13][NH:12][CH2:11][C:10]=12)=[O:5])[CH3:15] |f:1.2,4.5|. Reported procedure: A stream of hydrochloric acid is passed into a suspension of 3.3 g (13.2 mmol) of 1-carboxy-5,6-dihydro-4H-thieno[3,4-c]pyrrole hydrobromide in 75 ml of ethanol, heated at reflux for 4 h. The solvent is then evaporated and the residue triturated with twice 20 ml of diethyl ether. 2.46 g of a beige solid are obtained. Yield 80%. Melting point: 163° C. (with decomposition). The reactants are CC(C)(C)CC1NC(C(=O)Nc2ccn(CC(C)(C)OCC3CO3)n2)C(c2cccc(Cl)c2F)C1(C#N)c1ccc(Cl)cc1F, CCN(C(C)C)C(C)C, CC(C)O, NC(CO)CO. Product: CC(C)(C)CC1NC(C(=O)Nc2ccn(CC(C)(C)OCC(O)CNC(CO)CO)n2)C(c2cccc(Cl)c2F)C1(C#N)c1ccc(Cl)cc1F. As a reaction SMILES: [CH3:1][C:2]([CH2:3][n:4]1[n:5][c:6]([NH:9][C:10](=[O:11])[CH:12]2[NH:13][CH:14]([CH2:35][C:36]([CH3:37])([CH3:38])[CH3:39])[C:15]([C:25]#[N:26])([c:27]3[c:28]([F:34])[cH:29][c:30]([Cl:33])[cH:31][cH:32]3)[CH:16]2[c:17]2[c:18]([F:24])[c:19]([Cl:23])[cH:20][cH:21][cH:22]2)[cH:7][cH:8]1)([CH3:40])[O:41][CH2:42][CH:43]1[O:44][CH2:45]1.[CH:46]([N:47]([CH:48]([CH3:49])[CH3:50])[CH2:51][CH3:52])([CH3:53])[CH3:54].[CH:61]([OH:62])([CH3:63])[CH3:64].[NH2:55][CH:56]([CH2:57][OH:58])[CH2:59][OH:60]>>[CH3:1][C:2]([CH2:3][n:4]1[n:5][c:6]([NH:9][C:10](=[O:11])[CH:12]2[NH:13][CH:14]([CH2:35][C:36]([CH3:37])([CH3:38])[CH3:39])[C:15]([C:25]#[N:26])([c:27]3[c:28]([F:34])[cH:29][c:30]([Cl:33])[cH:31][cH:32]3)[CH:16]2[c:17]2[c:18]([F:24])[c:19]([Cl:23])[cH:20][cH:21][cH:22]2)[cH:7][cH:8]1)([CH3:40])[O:41][CH2:42][CH:43]([OH:44])[CH2:45][NH:55][CH:56]([CH2:57][OH:58])[CH2:59][OH:60]. The reactants are Cl(=O)(=O)(=O)O (perchloric acid), NC1=C(C(=O)C2=CC=CC=C2)C=C(C=C1)C1(OCCO1)C (2-Amino-5-(2-methyl-1,3-dioxolan-2-yl)benzophenone), [OH-].[Na+] (sodium hydroxide). The solvent is C(C)O (ethanol). Conditions: time 18 hour. Product: C(C)(=O)C=1C=CC(=C(C(=O)C2=CC=CC=C2)C1)N (5-Acetyl-2-aminobenzophenone). Isolated yield 93.3%. RXN SMILES: [NH2:1][C:2]1[CH:15]=[CH:14][C:13]([C:16]2([CH3:21])OCC[O:17]2)=[CH:12][C:3]=1[C:4]([C:6]1[CH:11]=[CH:10][CH:9]=[CH:8][CH:7]=1)=[O:5].Cl(O)(=O)(=O)=O.[OH-].[Na+]>C(O)C>[C:16]([C:13]1[CH:14]=[CH:15][C:2]([NH2:1])=[C:3]([CH:12]=1)[C:4]([C:6]1[CH:7]=[CH:8][CH:9]=[CH:10][CH:11]=1)=[O:5])(=[O:17])[CH3:21] |f:2.3|. Procedure details: 2-Amino-5-(2-methyl-1,3-dioxolan-2-yl)benzophenone (1.0 g, 3.54 mmol) was dissolved in 30 ml absolute ethanol. To this was added 1M perchloric acid (14 ml). The resulting mixture was stirred at room temperature for 18 hrs. The mixture was made basic with 3N sodium hydroxide solution and then extracted with several portions of methylene chloride. The combined methylene chloride extracts were washed with water, dried with anhydrous sodium sulfate, and evaporated to yield a yellow product (0.79 g) ... Starting materials: O=C([O-])[O-], CC(C)Oc1ccc(CCl)cc1C#N, [Cs+], [Cs+], CN(C)C=O, CCOC(=O)CC1CCCn2c1cc1cc(O)ccc12. The product is CCOC(=O)CC1CCCn2c1cc1cc(OCc3ccc(OC(C)C)c(C#N)c3)ccc12. As a reaction SMILES: [C:21](=[O:22])([O-:23])[O-:24].[Cl:27][CH2:28][c:29]1[cH:30][cH:31][c:32]([O:37][CH:38]([CH3:39])[CH3:40])[c:33]([C:34]#[N:35])[cH:36]1.[Cs+:25].[Cs+:26].[O:41]=[CH:42][N:43]([CH3:44])[CH3:45].[OH:1][c:2]1[cH:3][c:4]2[cH:5][c:6]3[n:7]([c:8]2[cH:9][cH:10]1)[CH2:11][CH2:12][CH2:13][CH:14]3[CH2:15][C:16](=[O:17])[O:18][CH2:19][CH3:20]>>[O:1]([c:2]1[cH:3][c:4]2[cH:5][c:6]3[n:7]([c:8]2[cH:9][cH:10]1)[CH2:11][CH2:12][CH2:13][CH:14]3[CH2:15][C:16](=[O:17])[O:18][CH2:19][CH3:20])[CH2:28][c:29]1[cH:30][cH:31][c:32]([O:37][CH:38]([CH3:39])[CH3:40])[c:33]([C:34]#[N:35])[cH:36]1.